Dataset: the Open Reaction Database (ORD), a public repository of structured organic reaction records. Task: describe an organic reaction: reactants, conditions, products, and yield The reactants are CSc1cc2c(Cl)ncnc2cc1Cl, Clc1ccc2c(c1)NCC2. Product: CSc1cc2c(N3CCc4ccc(Cl)cc43)ncnc2cc1Cl. As a reaction SMILES: [Cl:11][c:12]1[n:13][cH:14][n:15][c:16]2[cH:17][c:18]([Cl:24])[c:19]([S:22][CH3:23])[cH:20][c:21]12.[Cl:1][c:2]1[cH:3][cH:4][c:5]2[c:9]([cH:10]1)[NH:8][CH2:7][CH2:6]2>>[Cl:1][c:2]1[cH:3][cH:4][c:5]2[c:9]([cH:10]1)[N:8]([c:12]1[n:13][cH:14][n:15][c:16]3[cH:17][c:18]([Cl:24])[c:19]([S:22][CH3:23])[cH:20][c:21]13)[CH2:7][CH2:6]2. Starting materials: B.O1CCCC1 (borane tetrahydrofuran), solution, ClC1=CC=C2CCC(C2=C1)=O (6-chloro-1-indanone). The solvent is C1(=CC=CC=C1)C (toluene), O1CCCC1 (tetrahydrofuran). Reaction conditions: time 10 minute. The product is ClC1=CC=C2CC[C@H](C2=C1)O ((R)-6-chloroindan-1-ol). Isolated yield 98.8%. RXN SMILES: B.O1CCCC1.[Cl:7][C:8]1[CH:16]=[C:15]2[C:11]([CH2:12][CH2:13][C:14]2=[O:17])=[CH:10][CH:9]=1>C1(C)C=CC=CC=1.O1CCCC1>[Cl:7][C:8]1[CH:16]=[C:15]2[C:11]([CH2:12][CH2:13][C@H:14]2[OH:17])=[CH:10][CH:9]=1 |f:0.1|. Procedure: To a solution of borane-tetrahydrofuran (1.8 mL, 1.8 mmol, Aldrich, 1 M solution in THF) and (S)-MeCBS (0.3 mL, 0.3 mmol, Aldrich, 1 M solution in toluene) was added a solution of 6-chloro-1-indanone (0.5 g, 3.0 mmol) in anhydrous tetrahydrofuran slowly over 30 min at room temperature. After complete addition, the reaction mixture was stirred for 10 min, quenched with 2N hydrochloric acid over 30 min. The reaction mixture was extracted with ether, dried, filtered and concentrated to afford 500 m... Starting materials: ON\C(\C=1C=CC=C2C(=CNC12)CCC(=O)OCC)=N/[H] (Ethyl 3-{7-[(Z)-(hydroxyamino)(imino)methyl]-1H-indol-3-yl}propanoate), CCN=C=NCCCN(C)C (EDCI), C=1C=CC2=C(C1)N=NN2O (HOBT), CC(C)OC1=C(C=C(C=N1)C(=O)O)C(F)(F)F (6-[(1-methylethyl)oxy]-5-(trifluoromethyl)-3-pyridinecarboxylic acid), CCCC[N+](CCCC)(CCCC)CCCC.[F-] (TBAF). Run in C1CCOC1 (THF), C1CCOC1 (THF). Run at time 0.5 hour. The product is CC(C)OC1=C(C=C(C=N1)C1=NC(=NO1)C=1C=CC=C2C(=CNC12)CCC(=O)OCC)C(F)(F)F (ethyl 3-(7-{5-[6-[(1-methylethyl)oxy]-5-(trifluoromethyl)-3-pyridinyl]-1,2,4-oxadiazol-3-yl}-1H-indol-3-yl)propanoate). Isolated yield 42.3%. RXN SMILES: CCN=C=NCCCN(C)C.C1C=CC2N(O)N=NC=2C=1.[CH3:22][CH:23]([O:25][C:26]1[N:31]=[CH:30][C:29]([C:32]([OH:34])=O)=[CH:28][C:27]=1[C:35]([F:38])([F:37])[F:36])[CH3:24].O[NH:40]/[C:41](=[N:58]\[H])/[C:42]1[CH:43]=[CH:44][CH:45]=[C:46]2[C:50]=1[NH:49][CH:48]=[C:47]2[CH2:51][CH2:52][C:53]([O:55][CH2:56][CH3:57])=[O:54].CCCC[N+](CCCC)(CCCC)CCCC.[F-]>C1COCC1>[CH3:24][CH:23]([O:25][C:26]1[N:31]=[CH:30][C:29]([C:32]2[O:34][N:58]=[C:41]([C:42]3[CH:43]=[CH:44][CH:45]=[C:46]4[C:50]=3[NH:49][CH:48]=[C:47]4[CH2:51][CH2:52][C:53]([O:55][CH2:56][CH3:57])=[O:54])[N:40]=2)=[CH:28][C:27]=1[C:35]([F:38])([F:37])[F:36])[CH3:22] |f:4.5|. Reported procedure: EDCI (153 mg) and HOBT (132 mg) were added to a solution of 6-[(1-methylethyl)oxy]-5-(trifluoromethyl)-3-pyridinecarboxylic acid (100 mg) in THF (2.5 mL). The mixture was stirred at room temperature for 0.5 hour, followed by addition of ethyl 3-{7-[(Z)-(hydroxyamino)(imino)methyl]-1H-indol-3-yl}propanoate (D35) (165 mg) in THF (2.5 mL). The resulting mixture was stirred at room temperature for 1 hour, followed by addition of TBAF (418 mg). The reaction vessel was sealed and the reaction mixture ...